The task is: describe an organic reaction: reactants, conditions, products, and yield. This data is from the Open Reaction Database (ORD), a public repository of structured organic reaction records. Starting materials: C(C)(C)OC(C)C (diisopropyl ether), [OH-].[Na+] (sodium hydroxide), C(C1=CC=CC=C1)(C1=CC=CC=C1)(C1=CC=CC=C1)NC=1N=NN(N1)CC(=O)OCC (ethyl 2-(5-tritylamino-2H-tetrazol-2-yl)acetate), CO (methanol). The solvent is O1CCCC1 (tetrahydrofuran). Reaction conditions: temperature 40 celsius, time 2 hour. Product: C(C1=CC=CC=C1)(C1=CC=CC=C1)(C1=CC=CC=C1)NC=1N=NN(N1)CC(=O)O (2-(5-tritylamino-2H-tetrazol-2-yl)acetic acid). Isolated yield 68.0%. As a reaction SMILES: [OH-].[Na+].[C:3]([NH:22][C:23]1[N:24]=[N:25][N:26]([CH2:28][C:29]([O:31]CC)=[O:30])[N:27]=1)([C:16]1[CH:21]=[CH:20][CH:19]=[CH:18][CH:17]=1)([C:10]1[CH:15]=[CH:14][CH:13]=[CH:12][CH:11]=1)[C:4]1[CH:9]=[CH:8][CH:7]=[CH:6][CH:5]=1.CO.C(OC(C)C)(C)C>O1CCCC1>[C:3]([NH:22][C:23]1[N:24]=[N:25][N:26]([CH2:28][C:29]([OH:31])=[O:30])[N:27]=1)([C:16]1[CH:21]=[CH:20][CH:19]=[CH:18][CH:17]=1)([C:10]1[CH:11]=[CH:12][CH:13]=[CH:14][CH:15]=1)[C:4]1[CH:5]=[CH:6][CH:7]=[CH:8][CH:9]=1 |f:0.1|. Procedure: To an aqueous solution (27 ml) of sodium hydroxide (2.1 g) were added ethyl 2-(5-tritylamino-2H-tetrazol-2-yl)acetate (14.2 g), methanol (50 ml) and tetrahydrofuran (100 ml), and the mixture was stirred at 40° C. for 2 hours. After the organic solvent was removed by evaporation, to the residue were added water (50 ml) and ethyl acetate (50 ml), followed by separating out the aqueous layer. Thereto was added ethyl acetate (100 ml) and then adjusted to pH 1.5 with 10% hydrochloric acid. The aqueou... Reactants: CS(C)=O, COc1ccc2[nH]c(C)c(C#N)c2c1. The product is Cc1[nH]c2ccc(O)cc2c1C#N. Reaction SMILES: [CH3:15][S:16]([CH3:17])=[O:18].[CH3:1][O:2][c:3]1[cH:4][c:5]2[c:6]([C:13]#[N:14])[c:7]([CH3:12])[nH:8][c:9]2[cH:10][cH:11]1>>[OH:2][c:3]1[cH:4][c:5]2[c:6]([C:13]#[N:14])[c:7]([CH3:12])[nH:8][c:9]2[cH:10][cH:11]1. Starting materials: ClC=1N=C(C2=C(N1)C=C(S2)CN2CC1(C2)CCN(CC1)C)N1CCOCC1 (2-chloro-6-(7-methyl-2,7-diaza-spiro[3.5]non-2-ylmethyl)-4-morpholin-4-yl-thieno[3,2-d]pyrimidine), C1OC(N2[C@@H]1CNCC2)=O ((R)-hexahydro-oxazolo[3,4-a]pyrazin-3-one). The product is ClC=1N=C(C2=C(N1)C=C(S2)CN2C[C@H]1N(CC2)C(OC1)=O)N1CCOCC1 ((R)-7-(2-Chloro-4-morpholin-4-yl-thieno[3,2-d]pyrimidin-6-ylmethyl)-hexahydro-oxazolo[3,4-a]pyrazin-3-one), solid. Isolated yield 50.0%. As a reaction SMILES: [Cl:1][C:2]1[N:3]=[C:4]([N:22]2[CH2:27][CH2:26][O:25][CH2:24][CH2:23]2)[C:5]2[S:10][C:9]([CH2:11][N:12]3[CH2:15]C4(CCN(C)CC4)[CH2:13]3)=[CH:8][C:6]=2[N:7]=1.[CH2:28]1[C@H:32]2CNC[CH2:36][N:31]2[C:30](=[O:37])[O:29]1>>[Cl:1][C:2]1[N:3]=[C:4]([N:22]2[CH2:23][CH2:24][O:25][CH2:26][CH2:27]2)[C:5]2[S:10][C:9]([CH2:11][N:12]3[CH2:15][CH2:36][N:31]4[C:30](=[O:37])[O:29][CH2:28][C@H:32]4[CH2:13]3)=[CH:8][C:6]=2[N:7]=1. Procedure: Prepared according to the method used in the preparation of 2-chloro-6-(7-methyl-2,7-diaza-spiro[3.5]non-2-ylmethyl)-4-morpholin-4-yl-thieno[3,2-d]pyrimidine using (R)-hexahydro-oxazolo[3,4-a]pyrazin-3-one in place of 7-methyl-2,7-diaza-spiro[3.5]nonane. The title compound was obtained as a white solid (71 mg, 50%). Starting materials: solution, Cl (HCl), [OH-].[K+] (potassium hydroxide), ClC1=C2C(=NN(C2=CC(=C1)CN(C(OC(C)(C)C)=O)C1CC1)CCCOC)C (tert-butyl {[4-chloro-1-(3-methoxypropyl)-3-methyl-1H-indazol-6-yl]methyl}cyclopropylcarbamate). Reagents/catalysts: C=1C=CC(=CC1)/C=C/C(=O)/C=C/C2=CC=CC=C2.C=1C=CC(=CC1)/C=C/C(=O)/C=C/C2=CC=CC=C2.C=1C=CC(=CC1)/C=C/C(=O)/C=C/C2=CC=CC=C2.[Pd].[Pd] (tris(dibenzylideneacetone)dipalladium(0)), C(C)(C)(C)P(C1=C(C=CC=C1)C1=C(C=C(C=C1C(C)C)C(C)C)C(C)C)C(C)(C)C (2-di-tert-butylphosphino-2′,4′,6′-triisopropyl-1,1′-biphenyl). Run in O (water), O (water), O1CCOCC1 (1,4-dioxane). Run at temperature 100 celsius, time 90 minute. Product: C1(CC1)N(C(OC(C)(C)C)=O)CC1=CC(=C2C(=NN(C2=C1)CCCOC)C)O (tert-butyl cyclopropyl{[4-hydroxy-1-(3-methoxypropyl)-3-methyl-1H-indazol-6-yl]methyl}carbamate). Isolated yield 95.3%. As a reaction SMILES: [OH-:1].[K+].Cl[C:4]1[CH:12]=[C:11]([CH2:13][N:14]([CH:22]2[CH2:24][CH2:23]2)[C:15](=[O:21])[O:16][C:17]([CH3:20])([CH3:19])[CH3:18])[CH:10]=[C:9]2[C:5]=1[C:6]([CH3:30])=[N:7][N:8]2[CH2:25][CH2:26][CH2:27][O:28][CH3:29].Cl>O.O1CCOCC1.C1C=CC(/C=C/C(/C=C/C2C=CC=CC=2)=O)=CC=1.C1C=CC(/C=C/C(/C=C/C2C=CC=CC=2)=O)=CC=1.C1C=CC(/C=C/C(/C=C/C2C=CC=CC=2)=O)=CC=1.[Pd].[Pd].C(P(C(C)(C)C)C1C=CC=CC=1C1C(C(C)C)=CC(C(C)C)=CC=1C(C)C)(C)(C)C>[CH:22]1([N:14]([CH2:13][C:11]2[CH:10]=[C:9]3[C:5]([C:6]([CH3:30])=[N:7][N:8]3[CH2:25][CH2:26][CH2:27][O:28][CH3:29])=[C:4]([OH:1])[CH:12]=2)[C:15](=[O:21])[O:16][C:17]([CH3:20])([CH3:19])[CH3:18])[CH2:24][CH2:23]1 |f:0.1,6.7.8.9.10|. Reported procedure: A solution of potassium hydroxide (41 mg) in water (1 ml) was added to a mixture of tert-butyl {[4-chloro-1-(3-methoxypropyl)-3-methyl-1H-indazol-6-yl]methyl}cyclopropylcarbamate (100 mg), 2-di-tert-butylphosphino-2′,4′,6′-triisopropyl-1,1′-biphenyl (tBu X-Phos) (8.3 mg), tris(dibenzylideneacetone)dipalladium(0) (9.0 mg) in 1,4-dioxane (1 ml) under argon atmosphere and the mixture was stirred at 100° C. for 90 minutes. A 1N solution of HCl (0.8 ml) and water were added to the reaction mixture un...